From a dataset of the Open Reaction Database (ORD), a public repository of structured organic reaction records. describe an organic reaction: reactants, conditions, products, and yield Starting materials: ClC1=C(C(=CC=C1)Cl)C1C(=C(NC(=C1C(=O)OC)CCC1=CC=CC=C1)CC(=O)OC)C(=O)OC (Dimethyl 4-(2,6-dichlorophenyl)-2-methoxycarbonylmethyl-6-[2-(phenyl)ethyl]-1,4-dihydropyridine-3,5-dicarboxylate), CN1CCNCC1 (N-methylpiperazine), C=O (paraformaldehyde). The solvent is C(C)(=O)O (acetic acid). Conditions: time 8 hour. Yields the product ClC1=C(C(=CC=C1)Cl)C1C(=C(NC(=C1C(=O)OC)CCC1=CC=CC=C1)C(C(OC)=O)=C)C(=O)OC (Dimethyl 4-(2,6-dichlorophenyl)-6-(2-phenylethyl)-2-(1-oxo-1-methoxy-2-propen-2-yl)-1,4-dihydropyridine-3,5-dicarboxylate). The yield is 50.9%. Reaction SMILES: [Cl:1][C:2]1[CH:7]=[CH:6][CH:5]=[C:4]([Cl:8])[C:3]=1[CH:9]1[C:14]([C:15]([O:17][CH3:18])=[O:16])=[C:13]([CH2:19][CH2:20][C:21]2[CH:26]=[CH:25][CH:24]=[CH:23][CH:22]=2)[NH:12][C:11]([CH2:27][C:28]([O:30][CH3:31])=[O:29])=[C:10]1[C:32]([O:34][CH3:35])=[O:33].[CH3:36]N1CCNCC1.C=O>C(O)(=O)C>[Cl:1][C:2]1[CH:7]=[CH:6][CH:5]=[C:4]([Cl:8])[C:3]=1[CH:9]1[C:14]([C:15]([O:17][CH3:18])=[O:16])=[C:13]([CH2:19][CH2:20][C:21]2[CH:26]=[CH:25][CH:24]=[CH:23][CH:22]=2)[NH:12][C:11]([C:27](=[CH2:36])[C:28](=[O:29])[O:30][CH3:31])=[C:10]1[C:32]([O:34][CH3:35])=[O:33]. Reported procedure: Dimethyl 4-(2,6-dichlorophenyl)-2-methoxycarbonylmethyl-6-[2-(phenyl)ethyl]-1,4-dihydropyridine-3,5-dicarboxylate (588 mg, 1.135 m mol) and N-methylpiperazine (0.132 ml, 1.19 m mol) were dissolved in acetic acid (3 ml) and to the solution was added paraformaldehyde. The mixture was stirred at room temperature overnight. The mixture was concentrated in vacuo and partitioned between CH2Cl2 (50 ml) and aqueous NaHCO3 solution (20 ml). The aqueous layer was extracted with CH2Cl2 (30 ml). The combine... The reactants are CCCCCCN, CS(C)=O, Clc1nsnc1-c1cccnc1. The product is CCCCCCNc1nsnc1-c1cccnc1. Reaction SMILES: [CH2:13]([CH2:14][CH2:15][CH2:16][CH2:17][CH3:18])[NH2:19].[CH3:20][S:21]([CH3:22])=[O:23].[Cl:1][c:2]1[n:3][s:4][n:5][c:6]1-[c:7]1[cH:8][n:9][cH:10][cH:11][cH:12]1>>[c:2]1([NH:19][CH2:13][CH2:14][CH2:15][CH2:16][CH2:17][CH3:18])[n:3][s:4][n:5][c:6]1-[c:7]1[cH:8][n:9][cH:10][cH:11][cH:12]1.